describe an organic reaction: reactants, conditions, products, and yield From a dataset of the Open Reaction Database (ORD), a public repository of structured organic reaction records. The reactants are O=C([O-])[O-], Cc1ccccc1, CC(C)(CCCl)C(=O)CCl, [K+], [K+], O, Oc1ccc(Cl)cc1. Yields the product CC(C)(CCCl)C(=O)COc1ccc(Cl)cc1. RXN SMILES: [C:9](=[O:10])([O-:11])[O-:12].[CH3:26][c:27]1[cH:28][cH:29][cH:30][cH:31][cH:32]1.[Cl:16][CH2:17][C:18]([C:19]([CH2:20][CH2:21][Cl:22])([CH3:23])[CH3:24])=[O:25].[K+:13].[K+:14].[OH2:15].[OH:1][c:2]1[cH:3][cH:4][c:5]([Cl:6])[cH:7][cH:8]1>>[O:1]([c:2]1[cH:3][cH:4][c:5]([Cl:6])[cH:7][cH:8]1)[CH2:17][C:18]([C:19]([CH2:20][CH2:21][Cl:22])([CH3:23])[CH3:24])=[O:25]. The reactants are C[O-].[Na+] (sodium methoxide), CC=1SC2=C(C(=NC=3C=CC=CC23)NC(C(Cl)(Cl)Cl)=O)N1 (N-(2-methylthiazolo[4,5-c]quinolin-4-yl)trichloroacetamide), C (charcoal). Solvent: CO (methanol). The product is CC=1SC2=C(C(=NC=3C=CC=CC23)N)N1 (2-methylthiazolo[4,5-c]quinolin-4-amine). Reaction SMILES: [CH3:1][C:2]1[S:3][C:4]2[C:13]3[CH:12]=[CH:11][CH:10]=[CH:9][C:8]=3[N:7]=[C:6]([NH:14]C(=O)C(Cl)(Cl)Cl)[C:5]=2[N:21]=1.C[O-].[Na+].C>CO>[CH3:1][C:2]1[S:3][C:4]2[C:13]3[CH:12]=[CH:11][CH:10]=[CH:9][C:8]=3[N:7]=[C:6]([NH2:14])[C:5]=2[N:21]=1 |f:1.2|. Procedure details: Trichloroacetyl isocyanate (2.0 mL, 16.8 mmol) was added to a suspension of 2-methylthiazolo[4,5-c]quinoline-5N-oxide (3.03 g, 14.0 mmol) in dichloromethane (150 mL). The reaction mixture was stirred at ambient temperature for about 50 minutes. The dichloromethane was concentrated under vacuum to provide crude N-(2-methylthiazolo[4,5-c]quinolin-4-yl)trichloroacetamide. The amide was dissolved in methanol and then sodium methoxide (1 mL of 25% sodium methoxide in methanol) was added. The reaction... Reactants: CC1=CC(=C2C(=N1)N(C(=N2)CCC)CC2=CC=C(S2)C2(CC=CC2)C(=O)O)C (1-[5-(5,7-dimethyl-2-propylimidazo[4,5-b]pyridin-3-ylmethyl)thiophen-2-yl]cyclopent-3-ene carboxvlic acid), C1(CC1)C=1NC=2C(=NC(=CC2C)C)N1 (2-cyclopropyl-5,7-dimethylimidazo[4,5-b]pyridine). The product is C(C)OC(=O)C1(CC=CC1)C=1SC(=CC1)CN1C(=NC=2C1=NC(=CC2C)C)C2CC2 (1-[5-(2-cyclopropyl-5,7-dimethylimidazo[4,5-b]pyridin-3-yl-methyl)thiophen-2-yl]cyclopent-3-ene carboxylic acid ethyl ester). Reaction SMILES: [CH3:1][C:2]1[N:7]=[C:6]2[N:8]([CH2:14][C:15]3[S:19][C:18]([C:20]4([C:25]([OH:27])=[O:26])[CH2:24][CH:23]=[CH:22][CH2:21]4)=[CH:17][CH:16]=3)[C:9]([CH2:11][CH2:12][CH3:13])=[N:10][C:5]2=[C:4]([CH3:28])[CH:3]=1.[CH:29]1(C2NC3C(N=2)=NC(C)=CC=3C)C[CH2:30]1>>[CH2:29]([O:26][C:25]([C:20]1([C:18]2[S:19][C:15]([CH2:14][N:8]3[C:6]4=[N:7][C:2]([CH3:1])=[CH:3][C:4]([CH3:28])=[C:5]4[N:10]=[C:9]3[CH:11]3[CH2:13][CH2:12]3)=[CH:16][CH:17]=2)[CH2:24][CH:23]=[CH:22][CH2:21]1)=[O:27])[CH3:30]. Procedure: Alkylation was performed on (11) as described in Example 1, Step 5, using 2-cyclopropyl-5,7-dimethylimidazo[4,5-b]pyridine (13) to obtain the title compound (12).